Dataset: the Open Reaction Database (ORD), a public repository of structured organic reaction records. Task: describe an organic reaction: reactants, conditions, products, and yield Reactants: CC(C)C1=CC(=C(C(=C1)C(C)C)C2=C(C=CC(=C2P(C3CCCCC3)C4CCCCC4)OC)OC)C(C)C (brettphos), ClC1=NC=CC=C1Cl (2,3-dichloropyridine), NC1=CC2=C(OCC[C@H]3[C@@]2(N=C(SC3)NC(OC(C)(C)C)=O)C)C=C1 (tert-butyl rel-((4aS,11bS)-10-amino-11b-methyl-4a,5,6,11b-tetrahydro-4H-benzo[2,3]oxepino[4,5-d][1,3]thiazin-2-yl)carbamate), [Li+].C[Si](C)(C)[N-][Si](C)(C)C (LiHMDS). Reagents/catalysts: CC(C)C1=CC(=C(C(=C1)C(C)C)C2=C(C=CC(=C2P(C3CCCCC3)C4CCCCC4)OC)OC)C(C)C.C1=CC=C([C-]=C1)CCN.Cl[Pd+] (brettphos precatalyst). Run at time 1 hour. Yields the product ClC=1C(=NC=CC1)NC1=CC2=C(OCC[C@H]3[C@@]2(N=C(SC3)NC(OC(C)(C)C)=O)C)C=C1 (tert-butyl rel-((4aS,11bS)-10-((3-chloropyridin-2-yl)amino)-11b-methyl-4a,5,6,11b-tetrahydro-4H-benzo[2,3]oxepino[4,5-d][1,3]thiazin-2-yl)carbamate). The yield is 99.0%. RXN SMILES: CC(C1C=C(C(C)C)C(C2C(P(C3CCCCC3)C3CCCCC3)=C(OC)C=CC=2OC)=C(C(C)C)C=1)C.Cl[C:40]1[C:45]([Cl:46])=[CH:44][CH:43]=[CH:42][N:41]=1.[NH2:47][C:48]1[CH:71]=[CH:70][C:51]2[O:52][CH2:53][CH2:54][C@@H:55]3[CH2:60][S:59][C:58]([NH:61][C:62](=[O:68])[O:63][C:64]([CH3:67])([CH3:66])[CH3:65])=[N:57][C@:56]3([CH3:69])[C:50]=2[CH:49]=1.[Li+].C[Si]([N-][Si](C)(C)C)(C)C>CC(C1C=C(C(C)C)C(C2C(P(C3CCCCC3)C3CCCCC3)=C(OC)C=CC=2OC)=C(C(C)C)C=1)C.C1C=[C-]C(CCN)=CC=1.Cl[Pd+]>[Cl:46][C:45]1[C:40]([NH:47][C:48]2[CH:71]=[CH:70][C:51]3[O:52][CH2:53][CH2:54][C@@H:55]4[CH2:60][S:59][C:58]([NH:61][C:62](=[O:68])[O:63][C:64]([CH3:65])([CH3:66])[CH3:67])=[N:57][C@:56]4([CH3:69])[C:50]=3[CH:49]=2)=[N:41][CH:42]=[CH:43][CH:44]=1 |f:3.4,5.6.7|. Reported procedure: An oven dried vial was charged with brettphos precatalyst (12 mg, 0.014 mmol), brettphos (7.6 mg, 0.014 mmol), 2,3-dichloropyridine (8.5 mg, 0.058 mmol), tert-butyl rel-((4aS,11bS)-10-amino-11b-methyl-4a,5,6,11b-tetrahydro-4H-benzo[2,3]oxepino[4,5-d][1,3]thiazin-2-yl)carbamate from preparation I (25 mg, 0.069 mmol) and LiHMDS (14 mg, 0.086 mmol). The vial was purged with nitrogen. Dioxane (1 mL) was added. The vial was placed in a preheated oil bath at 100° C. for 1 h. The reaction was then dilu...